From a dataset of the Open Reaction Database (ORD), a public repository of structured organic reaction records. describe an organic reaction: reactants, conditions, products, and yield Reactants: C(C1=CC=CC=C1)N1CCN(CC1)C1=C(C=CC=C1)C=1OC=CN1 (4-benzyl-1-(2-oxazol-2-ylphenyl)piperazine). Reagents/catalysts: [Pd] (palladium on carbon). Run in CO (methanol). Reaction conditions: temperature 25 celsius, time 4 hour. The product is O1C(=NC=C1)C1=C(C=CC=C1)N1CCNCC1 (1-(2-oxazol-2-ylphenyl)piperazine). Yield: 73.9%. RXN SMILES: C([N:8]1[CH2:13][CH2:12][N:11]([C:14]2[CH:19]=[CH:18][CH:17]=[CH:16][C:15]=2[C:20]2[O:21][CH:22]=[CH:23][N:24]=2)[CH2:10][CH2:9]1)C1C=CC=CC=1>[Pd].CO>[O:21]1[CH:22]=[CH:23][N:24]=[C:20]1[C:15]1[CH:16]=[CH:17][CH:18]=[CH:19][C:14]=1[N:11]1[CH2:10][CH2:9][NH:8][CH2:13][CH2:12]1. Procedure: A mixture of the 4-benzyl-1-(2-oxazol-2-ylphenyl)piperazine (0.906 g, 2.84 mmol), obtained as in the proceeding paragraph, 10% palladium on carbon (1 g) and methanol (20 mL) was stirred 4 hours at 25° C. under a hydrogen atmosphere (15 psi). The reaction mixture then was filtered and concentrated by rotary evaporation to give 1-(2-oxazol-2-ylphenyl)piperazine (0.480 g, 2.1 mmol).